describe an organic reaction: reactants, conditions, products, and yield From a dataset of the Open Reaction Database (ORD), a public repository of structured organic reaction records. Starting materials: C1COCCO1, CN1CCC(N(C)c2cccc(N)n2)CC1, O=C(Cl)c1c(F)cc(F)cc1F. The product is CN1CCC(N(C)c2cccc(NC(=O)c3c(F)cc(F)cc3F)n2)CC1, Cl. Reaction SMILES: [CH2:29]1[O:30][CH2:31][CH2:32][O:33][CH2:34]1.[CH3:1][N:2]([c:3]1[n:4][c:5]([NH2:9])[cH:6][cH:7][cH:8]1)[CH:10]1[CH2:11][CH2:12][N:13]([CH3:16])[CH2:14][CH2:15]1.[F:17][c:18]1[c:19]([C:20](=[O:21])[Cl:22])[c:23]([F:28])[cH:24][c:25]([F:27])[cH:26]1>>[CH3:1][N:2]([c:3]1[n:4][c:5]([NH:9][C:20]([c:19]2[c:18]([F:17])[cH:26][c:25]([F:27])[cH:24][c:23]2[F:28])=[O:21])[cH:6][cH:7][cH:8]1)[CH:10]1[CH2:11][CH2:12][N:13]([CH3:16])[CH2:14][CH2:15]1.[ClH:22]. Starting materials: COC1=C(C=O)C=CC=C1 (o-Methoxybenzaldehyde), ClC1=C(C=CCC(CCC(=O)O)(C(C)=O)C2=CC=CC=C2)C=CC=C1 (4-(o-chlorocinnamyl)-4-phenyl-5-oxohexanoic acid), [OH-].[Na+] (sodium hydroxide). Run in C(C)O (ethanol), O (water), O (water). Yields the product ClC1=C(C=CCC(CCC(=O)O)(C(C=CC2=C(C=CC=C2)OC)=O)C2=CC=CC=C2)C=CC=C1 (4-(o-Chlorocinnamyl)-4-phenyl-5-oxo-7 -(o-methoxyphenyl)-6-heptenoic Acid). Reaction SMILES: [CH3:1][O:2][C:3]1[CH:10]=[CH:9][CH:8]=[CH:7][C:4]=1[CH:5]=O.[Cl:11][C:12]1[CH:35]=[CH:34][CH:33]=[CH:32][C:13]=1[CH:14]=[CH:15][CH2:16][C:17]([C:26]1[CH:31]=[CH:30][CH:29]=[CH:28][CH:27]=1)([C:23](=[O:25])[CH3:24])[CH2:18][CH2:19][C:20]([OH:22])=[O:21].[OH-].[Na+]>C(O)C.O>[Cl:11][C:12]1[CH:35]=[CH:34][CH:33]=[CH:32][C:13]=1[CH:14]=[CH:15][CH2:16][C:17]([C:26]1[CH:27]=[CH:28][CH:29]=[CH:30][CH:31]=1)([C:23](=[O:25])[CH:24]=[CH:5][C:4]1[CH:7]=[CH:8][CH:9]=[CH:10][C:3]=1[O:2][CH3:1])[CH2:18][CH2:19][C:20]([OH:22])=[O:21] |f:2.3|. Procedure: o-Methoxybenzaldehyde (2.72 g., 0.02 mole) in ethanol (10 ml.) is added to a solution of 4-(o-chlorocinnamyl)-4-phenyl-5-oxohexanoic acid (3.57 g., 0.01 mole) and sodium hydroxide (0.56 g., 0.014 mole) in water (50 ml.). The resulting mixture is heated on a steam bath for 24 hours. The reaction solution is cooled to room temperature, diluted with water (200 ml.), and extracted with ether to remove the excess o-methyoxybenzaldehyde. Ether is expelled from the aqueous phase by warming. The solutio... Reactants: CCO, NC(=O)c1ccccc1[N+](=O)[O-], NC(=O)c1ccccc1. The product is NC(=O)c1ccccc1N. As a reaction SMILES: [CH3:22][CH2:23][OH:24].[N+:10]([O-:11])(=[O:12])[c:13]1[c:14]([C:15](=[O:16])[NH2:17])[cH:18][cH:19][cH:20][cH:21]1.[NH2:1][C:2]([c:3]1[cH:4][cH:5][cH:6][cH:7][cH:8]1)=[O:9]>>[NH2:10][c:13]1[c:14]([C:15](=[O:16])[NH2:17])[cH:18][cH:19][cH:20][cH:21]1. Starting materials: OC(C)(C)C=1N=C(NC1C(=O)OCC)CCC (ethyl 4-(1-hydroxy-1-methylethyl)-2-propylimidazole-5-carboxylate), C(C)(C)(C)NC(=O)C=1C(=CC=CC1)C1=CC=C(C=C1)CBr (N-t-butyl-4'-bromomethylbiphenyl-2-carboxamide), CC(C)([O-])C.[K+] (potassium t-butoxide). Yields the product C(C)(C)(C)NC(=O)C1=C(C=CC=C1)C1=CC=C(C=C1)CN1C(=NC(=C1C(=O)OCC)C(C)(C)O)CCC (Ethyl 1-{4-[2-(t-butylaminocarbonyl)phenyl]phenyl}methyl-4-(1-hydroxy-1-methylethyl)-2-propylimidazole-5-carboxylate). Isolated yield 67.1%. Reaction SMILES: [OH:1][C:2]([C:5]1[N:6]=[C:7]([CH2:15][CH2:16][CH3:17])[NH:8][C:9]=1[C:10]([O:12][CH2:13][CH3:14])=[O:11])([CH3:4])[CH3:3].[C:18]([NH:22][C:23]([C:25]1[C:26]([C:31]2[CH:36]=[CH:35][C:34]([CH2:37]Br)=[CH:33][CH:32]=2)=[CH:27][CH:28]=[CH:29][CH:30]=1)=[O:24])([CH3:21])([CH3:20])[CH3:19].CC(C)([O-])C.[K+]>>[C:18]([NH:22][C:23]([C:25]1[CH:30]=[CH:29][CH:28]=[CH:27][C:26]=1[C:31]1[CH:36]=[CH:35][C:34]([CH2:37][N:8]2[C:9]([C:10]([O:12][CH2:13][CH3:14])=[O:11])=[C:5]([C:2]([OH:1])([CH3:4])[CH3:3])[N:6]=[C:7]2[CH2:15][CH2:16][CH3:17])=[CH:33][CH:32]=1)=[O:24])([CH3:21])([CH3:20])[CH3:19] |f:2.3|. Procedure: Following a procedure similar to that described in Example 68(a), but using 4.16 g of ethyl 4-(1-hydroxy-1-methylethyl)-2-propylimidazole-5-carboxylate (prepared as described in Preparation 9), 6.00 g of N-t-butyl-4'-bromomethylbiphenyl-2-carboxamide (prepared as described in Preparation 38) and 2.14 g of potassium t-butoxide, 5.87 g of the title compound was obtained as crystals, melting at 145°-146° C. Starting materials: COC(C1=CC(=CC=C1)C=1N=C(SC1C)C)=O (3-(2,5-dimethyl-thiazol-4-yl)-benzoic acid methyl ester), BrN1C(CCC1=O)=O (N-bromosuccinimid), α,α′-bis(isobutyronitrile). Run in C(Cl)(Cl)(Cl)Cl (CCl4). The product is COC(C1=CC(=CC=C1)C=1N=C(SC1CBr)C)=O (3-(5-bromomethyl-2-methyl-thiazol-4-yl)-benzoic acid methyl ester). The yield is 118.7%. RXN SMILES: [CH3:1][O:2][C:3](=[O:17])[C:4]1[CH:9]=[CH:8][CH:7]=[C:6]([C:10]2[N:11]=[C:12]([CH3:16])[S:13][C:14]=2[CH3:15])[CH:5]=1.[Br:18]N1C(=O)CCC1=O>C(Cl)(Cl)(Cl)Cl>[CH3:1][O:2][C:3](=[O:17])[C:4]1[CH:9]=[CH:8][CH:7]=[C:6]([C:10]2[N:11]=[C:12]([CH3:16])[S:13][C:14]=2[CH2:15][Br:18])[CH:5]=1. Reported procedure: A mixture of 3-(2,5-dimethyl-thiazol-4-yl)-benzoic acid methyl ester (3.96 g), N-bromosuccinimid (3.13 g) and α,α′-bis(isobutyronitrile) (0.02 g) in CCl4 (60 mL) was heated at reflux for 30 min. The cooled mixture was filtered and the solvent was evaporated to give crude 3-(5-bromomethyl-2-methyl-thiazol-4-yl)-benzoic acid methyl ester (6.2 g) as an oil.